This data is from the Open Reaction Database (ORD), a public repository of structured organic reaction records. The task is: describe an organic reaction: reactants, conditions, products, and yield Reactants: [N+](=O)([O-])C=1C=C(C#N)C=CC1N (3-nitro-4-aminobenzonitrile), [H-].[Na+] (sodium hydride), ICCC (1-iodopropane). Run in CN(C)C=O (DMF). Reaction conditions: time 9 hour. The product is [N+](=O)([O-])C=1C=C(C#N)C=CC1NCCC (3-nitro-4-propylamino benzonitrile). RXN SMILES: [N+:1]([C:4]1[CH:5]=[C:6]([CH:9]=[CH:10][C:11]=1[NH2:12])[C:7]#[N:8])([O-:3])=[O:2].[H-].[Na+].I[CH2:16][CH2:17][CH3:18]>CN(C=O)C>[N+:1]([C:4]1[CH:5]=[C:6]([CH:9]=[CH:10][C:11]=1[NH:12][CH2:16][CH2:17][CH3:18])[C:7]#[N:8])([O-:3])=[O:2] |f:1.2|. Reported procedure: In DMF (15 ml), 3-nitro-4-aminobenzonitrile (500 mg) was dissolved, and the solution was added with sodium hydride (135 mg), followed by stirring at room temperature for 9 hours. The solution was added with 1-iodopropane (328 ml) and stirred overnight at room temperature. After completion of the reaction, the solvent was distilled off under reduced pressure and the residue was then dissolved in chloroform. The solution was washed with water and then subjected to extraction with chloroform. The o... Reactants: CC(=O)N1CCCC1C(=O)NC(C)C(=O)N1CCCC1C(=O)O, CCOC(=O)C(C)(CC(C)O)OC(=O)N(C)N, CN1CCOCC1, CC#N, CC(C)COC(=O)Cl. Product: CCOC(=O)C(C)(CC(C)O)OC(=O)N(C)NC(=O)C1CCCN1C(=O)C(C)NC(=O)C1CCCN1C(C)=O. As a reaction SMILES: [C:1]([CH3:2])(=[O:3])[N:4]1[CH:5]([C:6](=[O:7])[NH:8][CH:9]([CH3:10])[C:11](=[O:12])[N:13]2[CH:14]([C:15](=[O:16])[OH:17])[CH2:18][CH2:19][CH2:20]2)[CH2:21][CH2:22][CH2:23]1.[CH2:39]([CH3:40])[O:41][C:42]([C:43]([O:44][C:45]([N:46]([NH2:47])[CH3:48])=[O:49])([CH3:50])[CH2:51][CH:52]([OH:53])[CH3:54])=[O:55].[CH3:24][N:25]1[CH2:26][CH2:27][O:28][CH2:29][CH2:30]1.[CH3:56][C:57]#[N:58].[Cl:31][C:32]([O:33][CH2:34][CH:35]([CH3:36])[CH3:37])=[O:38]>>[C:1]([CH3:2])(=[O:3])[N:4]1[CH:5]([C:6](=[O:7])[NH:8][CH:9]([CH3:10])[C:11](=[O:12])[N:13]2[CH:14]([C:15](=[O:17])[NH:47][N:46]([C:45]([O:44][C:43]([C:42]([O:41][CH2:39][CH3:40])=[O:55])([CH3:50])[CH2:51][CH:52]([OH:53])[CH3:54])=[O:49])[CH3:48])[CH2:18][CH2:19][CH2:20]2)[CH2:21][CH2:22][CH2:23]1. The reactants are C(C1=CC=CC=C1)OC=1C=C2C=C(NC2=CC1)C(=O)N=C(NC)N (5-benzyloxy-1-methyl-2-indoloylguanidine). Reagents/catalysts: [Pd] (palladium/carbon). Solvent: CO (methanol). The product is OC=1C=C2C=C(NC2=CC1)C(=O)N=C(NC)N (5-hydroxy-1-methyl-2-indoloylguanidine). As a reaction SMILES: C([O:8][C:9]1[CH:10]=[C:11]2[C:15](=[CH:16][CH:17]=1)[NH:14][C:13]([C:18]([N:20]=[C:21]([NH2:24])[NH:22][CH3:23])=[O:19])=[CH:12]2)C1C=CC=CC=1>CO.[Pd]>[OH:8][C:9]1[CH:10]=[C:11]2[C:15](=[CH:16][CH:17]=1)[NH:14][C:13]([C:18]([N:20]=[C:21]([NH2:24])[NH:22][CH3:23])=[O:19])=[CH:12]2. Procedure: In 50 ml of methanol was dissolved 0.83 g (2.58 mmol) of 5-benzyloxy-1-methyl-2-indoloylguanidine obtained in Example 32. While stirring at room temperature, 0.30 g of 10% palladium/carbon was added to the solution in a nitrogen flow and catalytic hydrogenation was then conducted at ambient temperature under normal pressure. After completion of the reaction, the catalyst was filtered off and the filtrate was then concentrated under reduced pressure. The resulting residue was purified by silica g... Conditions: temperature 0 celsius, time 2 hour. Reactants: [H-].[Na+] (Sodium hydride), CC1(OB(OC1(C)C)C=1C=NNC1)C (4-(4,4,5,5-tetramethyl-1,3,2-dioxaborolan-2-yl)-1H-pyrazole), CN(C)C=O (DMF), C[SiH](CCOCCl)C ([β-(dimethylsilyl)ethoxy]methyl chloride). RXN SMILES: [CH3:1][C:2]1([CH3:14])[C:6]([CH3:8])([CH3:7])[O:5][B:4]([C:9]2[CH:10]=[N:11][NH:12][CH:13]=2)[O:3]1.[CH3:15]N(C=O)C.[H-].[Na+].[CH3:22][SiH:23]([CH3:29])[CH2:24][CH2:25][O:26][CH2:27]Cl>>[CH3:1][C:2]1([CH3:14])[C:6]([CH3:7])([CH3:8])[O:5][B:4]([C:9]2[CH:13]=[N:12][N:11]([CH2:27][O:26][CH2:25][CH2:24][Si:23]([CH3:29])([CH3:15])[CH3:22])[CH:10]=2)[O:3]1 |f:2.3|. Yields the product CC1(OB(OC1(C)C)C=1C=NN(C1)COCC[Si](C)(C)C)C (4-(4,4,5,5-tetramethyl-1,3,2-dioxaborolan-2-yl)-1-[2-(trimethylsilyl)ethoxy]methyl-1H-pyrazole), crude material. Procedure: A solution of 4-(4,4,5,5-tetramethyl-1,3,2-dioxaborolan-2-yl)-1H-pyrazole (2.0 g, 0.010 mol) and DMF (30.0 mL, 0.387 mol) was cooled to 0° C. Sodium hydride (320 mg, 0.013 mol) (60% in oil) was added and the mixture was stirred for 10 min. [β-(dimethylsilyl)ethoxy]methyl chloride (2.4 mL, 0.013 mol) was added and the resulting mixture was stirred for 20 min at 0° C. and 2 h at room temperature. The reaction was partitioned between water and ethyl acetate. The organic layer was washed with brine,... The reactants are N1C(=NC2=C1C=CC=C2)C(=O)N([C@@H]2CN(C[C@@H](C2)C(=O)N2CCOCC2)C(=O)OC(C)(C)C)CC(C)C (tert-butyl (3S, 5R)-3-[(1H-benzimidazol-2-ylcarbonyl)(2-methylpropyl)amino]-5-(morpholin-4-ylcarbonyl)piperidine-1-carboxylate), C1(CC1)CCO (2-cyclopropylethanol), C1(=CC=CC=C1)P(C1=CC=CC=C1)C1=CC=CC=C1 (triphenylphosphine), N(=NC(=O)OC(C)C)C(=O)OC(C)C (diisopropyl azodicarboxylate). Run in C1(=CC=CC=C1)C (toluene), C([O-])(O)=O.[Na+] (sodium bicarbonate). Run at time 17 hour. Product: C1(CC1)CCN1C(=NC2=C1C=CC=C2)C(=O)N([C@@H]2CN(C[C@@H](C2)C(=O)N2CCOCC2)C(=O)OC(C)(C)C)CC(C)C (tert-butyl (3S, 5R)-3-[{[1-(2-cyclopropylethyl)-1H-benzimidazol-2-yl]carbonyl}(2-methylpropyl)amino]-5-(morpholin-4-ylcarbonyl)piperidine-1-carboxylate). RXN SMILES: [NH:1]1[C:5]2[CH:6]=[CH:7][CH:8]=[CH:9][C:4]=2[N:3]=[C:2]1[C:10]([N:12]([CH2:34][CH:35]([CH3:37])[CH3:36])[C@H:13]1[CH2:18][C@@H:17]([C:19]([N:21]2[CH2:26][CH2:25][O:24][CH2:23][CH2:22]2)=[O:20])[CH2:16][N:15]([C:27]([O:29][C:30]([CH3:33])([CH3:32])[CH3:31])=[O:28])[CH2:14]1)=[O:11].[CH:38]1([CH2:41][CH2:42]O)[CH2:40][CH2:39]1.C1(P(C2C=CC=CC=2)C2C=CC=CC=2)C=CC=CC=1.N(C(OC(C)C)=O)=NC(OC(C)C)=O>C1(C)C=CC=CC=1.C(=O)(O)[O-].[Na+]>[CH:38]1([CH2:41][CH2:42][N:1]2[C:5]3[CH:6]=[CH:7][CH:8]=[CH:9][C:4]=3[N:3]=[C:2]2[C:10]([N:12]([CH2:34][CH:35]([CH3:37])[CH3:36])[C@H:13]2[CH2:18][C@@H:17]([C:19]([N:21]3[CH2:22][CH2:23][O:24][CH2:25][CH2:26]3)=[O:20])[CH2:16][N:15]([C:27]([O:29][C:30]([CH3:31])([CH3:32])[CH3:33])=[O:28])[CH2:14]2)=[O:11])[CH2:40][CH2:39]1 |f:5.6|. Procedure details: To a solution of tert-butyl (3S, 5R)-3-[(1H-benzimidazol-2-ylcarbonyl)(2-methylpropyl)amino]-5-(morpholin-4-ylcarbonyl)piperidine-1-carboxylate (257 mg), 2-cyclopropylethanol (86 mg) and triphenylphosphine (263 mg) in toluene (10 ml) was added diisopropyl azodicarboxylate (506 μl) at room temperature, and the mixture was stirred at the same temperature for 17 hr. The reaction mixture was diluted with aqueous sodium bicarbonate, and the mixture was extracted with ethyl acetate. The extract was wa... Starting materials: C(C1=CC=CC=C1)SC1=NC=NC2=C1N=C(N=C2N2CCS(CC2)=O)Cl (8-benzylthio-2-chloro-4-(1-oxido-thiomorpholino)pyrimido[5,4-d]pyrimidine), N1CCS(CC1)=O (thiomorpholine-1-oxide). Solvent: O1CCOCC1 (dioxane). The product is C(C1=CC=CC=C1)SC1=NC=NC2=C1N=C(N=C2N2CCS(CC2)=O)N2CCS(CC2)=O (8-Benzylthio-2,4-bis-(1-oxido-thiomorpholino)-pyrimido[5,4-d]pyrimidine). As a reaction SMILES: [CH2:1]([S:8][C:9]1[C:14]2[N:15]=[C:16](Cl)[N:17]=[C:18]([N:19]3[CH2:24][CH2:23][S:22](=[O:25])[CH2:21][CH2:20]3)[C:13]=2[N:12]=[CH:11][N:10]=1)[C:2]1[CH:7]=[CH:6][CH:5]=[CH:4][CH:3]=1.[NH:27]1[CH2:32][CH2:31][S:30](=[O:33])[CH2:29][CH2:28]1>O1CCOCC1>[CH2:1]([S:8][C:9]1[C:14]2[N:15]=[C:16]([N:27]3[CH2:32][CH2:31][S:30](=[O:33])[CH2:29][CH2:28]3)[N:17]=[C:18]([N:19]3[CH2:24][CH2:23][S:22](=[O:25])[CH2:21][CH2:20]3)[C:13]=2[N:12]=[CH:11][N:10]=1)[C:2]1[CH:7]=[CH:6][CH:5]=[CH:4][CH:3]=1. Procedure: This compound was prepared analogous to Example 1 from 8-benzylthio-2-chloro-4-(1-oxido-thiomorpholino)pyrimido[5,4-d]pyrimidine (melting point: 188°-190° C.) and thiomorpholine-1-oxide by refluxing for three hours in dioxane. Starting materials: COC(C1=C(C=CC(=C1)Cl)NC(C)C)=O (5-chloro-2-isopropylamino-benzoic acid methyl ester), [OH-].[Na+] (NaOH). Run in CO (methanol). Run at time 4 day. Product: ClC=1C=CC(=C(C(=O)O)C1)NC(C)C (5-chloro-2-isopropylamino-benzoic acid). Isolated yield 95.2%. RXN SMILES: C[O:2][C:3](=[O:15])[C:4]1[CH:9]=[C:8]([Cl:10])[CH:7]=[CH:6][C:5]=1[NH:11][CH:12]([CH3:14])[CH3:13].[OH-].[Na+]>CO>[Cl:10][C:8]1[CH:7]=[CH:6][C:5]([NH:11][CH:12]([CH3:14])[CH3:13])=[C:4]([CH:9]=1)[C:3]([OH:15])=[O:2] |f:1.2|. Procedure details: To a solution of 480 mg of 5-chloro-2-isopropylamino-benzoic acid methyl ester in methanol (5 ml) were added 3.16 ml of a 1N NaOH solution and the mixture was stirred for 4 d at RT. Then the reaction mixture was concentrated in vacuo and the remaining residue dissolved in water. The resulting solution was washed with ethyl acetate and then the pH was adjusted to 1 with 1N HCl solution and the mixture was extracted with ethyl acetate. The combined organic extracts were dried (MgSO4), filtered and... Reactants: FC1=C(N[C@H](C(=O)O)C)C=CC(=C1F)F.C1(=CC=CC=C1)[C@H](C)N ((2S)-2-(2,3,4-trifluoroanilino)propionic acid•(S)-1-phenylethylamine), Cl (hydrochloric acid), resultant mixture. Product: FC1=C(N[C@H](C(=O)O)C)C=CC(=C1F)F ((2S)-2-(2,3,4-Trifluoroanilino)propionic acid). Yield: 96.0%. RXN SMILES: [F:1][C:2]1[C:13]([F:14])=[C:12]([F:15])[CH:11]=[CH:10][C:3]=1[NH:4][C@@H:5]([CH3:9])[C:6]([OH:8])=[O:7].C1([C@@H](N)C)C=CC=CC=1.Cl>>[F:1][C:2]1[C:13]([F:14])=[C:12]([F:15])[CH:11]=[CH:10][C:3]=1[NH:4][C@@H:5]([CH3:9])[C:6]([OH:8])=[O:7] |f:0.1|. Procedure: To (2S)-2-(2,3,4-trifluoroanilino)propionic acid•(S)-1-phenylethylamine salt (1.0 g; 99% ee) were added IPE (20 ml) and hydrochloric acid (1 mol/l) until the pH value reached 1 and the resultant mixture was stirred at room temperature for 1 hour. The organic layer was dried over anhydrous magnesium sulfate. After evaporating the solvent, 618 mg of the title compound was obtained as colorless crystals. The optical purity of this product was 99% ee. The 1H-NMR and IR spectral data of this product ... The reactants are IC1=C(C=C(C=C1C)C1=CC(N(C=N1)C)=O)C (6-(4-iodo-3,5-dimethylphenyl)-3-methylpyrimidin-4(3H)-one), FC=1C=CC(=C2CC[C@H](C12)OC1=CC2=C([C@@H](CO2)CC(=O)OC)C=C1)B1OC(C(O1)(C)C)(C)C (methyl 2-((S)-6-((R)-7-fluoro-4-(4,4,5,5-tetramethyl-1,3,2-dioxaborolan-2-yl)-2,3-dihydro-1H-inden-1-yloxy)-2,3-dihydrobenzofuran-3-yl)acetate), BrC1=C2CC[C@H](C2=C(C=C1)F)OC1=CC2=C([C@@H](CO2)CC(=O)OC)C=C1 (Methyl 2-((S)-6-((R)-4-bromo-7-fluoro-2,3-dihydro-1H-inden-1-yloxy)-2,3-dihydrobenzofuran-3-yl)acetate). Product: CC1=C(C(=CC(=C1)C=1N=CN(C(C1)=O)C)C)C1=C2CC[C@H](C2=C(C=C1)F)OC1=CC2=C([C@@H](CO2)CC(=O)OC)C=C1 (Methyl 2-((S)-6-((R)-4-(2,6-dimethyl-4-(1-methyl-6-oxo-1,6-dihydropyrimidin-4-yl)phenyl)-7-fluoro-2,3-dihydro-1H-inden-1-yloxy)-2,3-dihydrobenzofuran-3-yl)acetate). Reaction SMILES: I[C:2]1[C:7]([CH3:8])=[CH:6][C:5]([C:9]2[N:14]=[CH:13][N:12]([CH3:15])[C:11](=[O:16])[CH:10]=2)=[CH:4][C:3]=1[CH3:17].[F:18][C:19]1[CH:20]=[CH:21][C:22](B2OC(C)(C)C(C)(C)O2)=[C:23]2[C:27]=1[C@H:26]([O:28][C:29]1[CH:42]=[CH:41][C:32]3[C@H:33]([CH2:36][C:37]([O:39][CH3:40])=[O:38])[CH2:34][O:35][C:31]=3[CH:30]=1)[CH2:25][CH2:24]2.BrC1C=CC(F)=C2C=1CC[C@H]2OC1C=CC2[C@H](CC(OC)=O)COC=2C=1>>[CH3:17][C:3]1[CH:4]=[C:5]([C:9]2[N:14]=[CH:13][N:12]([CH3:15])[C:11](=[O:16])[CH:10]=2)[CH:6]=[C:7]([CH3:8])[C:2]=1[C:22]1[CH:21]=[CH:20][C:19]([F:18])=[C:27]2[C:23]=1[CH2:24][CH2:25][C@H:26]2[O:28][C:29]1[CH:42]=[CH:41][C:32]2[C@H:33]([CH2:36][C:37]([O:39][CH3:40])=[O:38])[CH2:34][O:35][C:31]=2[CH:30]=1. Procedure details: The title compound is prepared from 6-(4-iodo-3,5-dimethylphenyl)-3-methylpyrimidin-4(3H)-one and methyl 2-((S)-6-((R)-7-fluoro-4-(4,4,5,5-tetramethyl-1,3,2-dioxaborolan-2-yl)-2,3-dihydro-1H-inden-1-yloxy)-2,3-dihydrobenzofuran-3-yl)acetate following a procedure analogous to that described in Step 5 of Intermediate 1. LC (method 11): tR=1.19 min; Mass spectrum (ESI+): m/z=555 [M+H]+.